From a dataset of the Open Reaction Database (ORD), a public repository of structured organic reaction records. describe an organic reaction: reactants, conditions, products, and yield The reactants are COC(C1=CC(=C(C=C1)OCCCCCCCCCCCCCC)OCCCCCCCCCCCCCC)=O (3,4-bis(tetradecyloxy)benzoic acid methyl ester), [OH-].[Na+] (NaOH). The solvent is CO (methanol), O1CCOCC1 (dioxane). The product is C(CCCCCCCCCCCCC)OC=1C=C(C(=O)O)C=CC1OCCCCCCCCCCCCCC (3,4-bis(tetradecyloxy)benzoic acid). Yield: 73.1%. RXN SMILES: C[O:2][C:3](=[O:40])[C:4]1[CH:9]=[CH:8][C:7]([O:10][CH2:11][CH2:12][CH2:13][CH2:14][CH2:15][CH2:16][CH2:17][CH2:18][CH2:19][CH2:20][CH2:21][CH2:22][CH2:23][CH3:24])=[C:6]([O:25][CH2:26][CH2:27][CH2:28][CH2:29][CH2:30][CH2:31][CH2:32][CH2:33][CH2:34][CH2:35][CH2:36][CH2:37][CH2:38][CH3:39])[CH:5]=1.[OH-].[Na+]>CO.O1CCOCC1>[CH2:26]([O:25][C:6]1[CH:5]=[C:4]([CH:9]=[CH:8][C:7]=1[O:10][CH2:11][CH2:12][CH2:13][CH2:14][CH2:15][CH2:16][CH2:17][CH2:18][CH2:19][CH2:20][CH2:21][CH2:22][CH2:23][CH3:24])[C:3]([OH:40])=[O:2])[CH2:27][CH2:28][CH2:29][CH2:30][CH2:31][CH2:32][CH2:33][CH2:34][CH2:35][CH2:36][CH2:37][CH2:38][CH3:39] |f:1.2|. Procedure: A solution of 3,4-bis(tetradecyloxy)benzoic acid methyl ester (1.1 g, 2.0 mmol) and 1.6 ml (9.6 mmol) of 6N NaOH in 40 ml of methanol and 20 ml of dioxane was stirred at reflux for 17 hours. The solvents were removed at reduced pressure, the residue was acidified and the solid was filtered and recrystallized from methanol-THF-water to give 0.8 g (73% yield, mp 112°-113°) of 3,4-bis(tetradecyloxy)benzoic acid. The reactants are CCCCCCNCc1ccccc1C#Cc1ccc(CCCC)cc1, ClCCCl, CC1(C)OC(=O)c2cc(C(=O)O)ccc2O1, CCN(C(C)C)C(C)C, ClCCl, Cl, On1nnc2ccccc21. Yields the product CCCCCCN(Cc1ccccc1C#Cc1ccc(CCCC)cc1)C(=O)c1ccc2c(c1)C(=O)OC(C)(C)O2. As a reaction SMILES: [CH2:1]([CH2:2][CH2:3][CH3:4])[c:5]1[cH:6][cH:7][c:8]([C:11]#[C:12][c:13]2[c:14]([CH2:15][NH:16][CH2:17][CH2:18][CH2:19][CH2:20][CH2:21][CH3:22])[cH:23][cH:24][cH:25][cH:26]2)[cH:9][cH:10]1.[CH2:43]([Cl:44])[CH2:45][Cl:46].[CH3:27][C:28]1([CH3:42])[O:29][C:30](=[O:41])[c:31]2[c:32]([cH:34][cH:35][c:36]([C:38](=[O:39])[OH:40])[cH:37]2)[O:33]1.[CH:48]([N:49]([CH2:50][CH3:51])[CH:52]([CH3:53])[CH3:54])([CH3:55])[CH3:56].[Cl:67][CH2:68][Cl:69].[ClH:47].[OH:57][n:58]1[c:59]2[c:60]([cH:61][cH:62][cH:63][cH:64]2)[n:65][n:66]1>>[CH2:1]([CH2:2][CH2:3][CH3:4])[c:5]1[cH:6][cH:7][c:8]([C:11]#[C:12][c:13]2[c:14]([CH2:15][N:16]([CH2:17][CH2:18][CH2:19][CH2:20][CH2:21][CH3:22])[C:38]([c:36]3[cH:35][cH:34][c:32]4[c:31]([cH:37]3)[C:30](=[O:41])[O:29][C:28]([CH3:27])([CH3:42])[O:33]4)=[O:40])[cH:23][cH:24][cH:25][cH:26]2)[cH:9][cH:10]1. Starting materials: COC1=C(C(=O)NC2C(CCC2)=O)C(=CC(=C1)C(F)(F)F)SC (2-methoxy-6-methylsulfanyl-N-(2-oxo-cyclopentyl)-4-trifluoromethyl-benzamide), COC1=C(C(=O)NC2C(CCC2)=O)C(=CC(=C1)C(F)(F)F)SC (2-methoxy-6-methylsulfanyl-N-(2-oxo-cyclopentyl)-4-trifluoromethyl-benzamide), C(C(=O)O)(=O)O.CC(C)(C)OC(=O)N1CC2(C1)CNC2 (2,6-diazaspiro[3.3]heptane-2-carboxylic acid 1,1-dimethylethyl ester ethanedioate). The product is C(C)(C)(C)OC(=O)N1CC2(C1)CN(C2)C2C(CCC2)NC(C2=C(C=C(C=C2SC)C(F)(F)F)OC)=O (6-[(1SR,2RS)-2-(2-Methoxy-6-methylsulfanyl-4-trifluoromethyl-benzoylamino)-cyclopentyl]-2,6-diaza-spiro[3.3]heptane-2-carboxylic acid tert-butyl ester). RXN SMILES: [CH3:1][O:2][C:3]1[CH:17]=[C:16]([C:18]([F:21])([F:20])[F:19])[CH:15]=[C:14]([S:22][CH3:23])[C:4]=1[C:5]([NH:7][CH:8]1[CH2:12][CH2:11][CH2:10][C:9]1=O)=[O:6].C(O)(=O)C(O)=O.[CH3:30][C:31]([O:34][C:35]([N:37]1[CH2:40][C:39]2([CH2:43][NH:42][CH2:41]2)[CH2:38]1)=[O:36])([CH3:33])[CH3:32]>>[C:31]([O:34][C:35]([N:37]1[CH2:40][C:39]2([CH2:41][N:42]([CH:9]3[CH2:10][CH2:11][CH2:12][CH:8]3[NH:7][C:5](=[O:6])[C:4]3[C:14]([S:22][CH3:23])=[CH:15][C:16]([C:18]([F:21])([F:20])[F:19])=[CH:17][C:3]=3[O:2][CH3:1])[CH2:43]2)[CH2:38]1)=[O:36])([CH3:33])([CH3:30])[CH3:32] |f:1.2|. Procedure details: The title compound, brown gum, MS: m/e=530.3 [(M+H, was prepared in accordance with the general method of example 1 and 2 from 2-methoxy-6-methylsulfanyl-N-(2-oxo-cyclopentyl)-4-trifluoromethyl-benzamide (intermediate M) and 2,6-diazaspiro[3.3]heptane-2-carboxylic acid 1,1-dimethylethyl ester ethanedioate (CAS 1041026-71-4). The cis- and trans-isomer could be separated by column chromatography. The reactants are C(=O)(OCC)N=C(CCCC)OCC (Ethyl N-Carbethoxyvalerimidate), C(C1=CC=CC=C1)OC1=CC=C(C=C1)NN (p-(benzyloxy)phenylhydrazine), Cl (hydrochloride). Yields the product Cl.C(C1=CC=CC=C1)OC1=CC=C(C=C1)NN (p-(benzyloxy)phenylhydrazine hydrochloride), C(C1=CC=CC=C1)OC1=CC=C(C=C1)N1N=C(NC1=O)CCCC (2-[4-(Benzyloxy)phenyl]-5-n-butyl-2,4-dihydro-3H-1,2,4-triazol-3-one). Isolated yield 9.0%. As a reaction SMILES: [CH2:1]([O:8][C:9]1[CH:14]=[CH:13][C:12]([NH:15][NH2:16])=[CH:11][CH:10]=1)[C:2]1[CH:7]=[CH:6][CH:5]=[CH:4][CH:3]=1.[ClH:17].[C:18]([N:23]=[C:24](OCC)[CH2:25][CH2:26][CH2:27][CH3:28])(OCC)=[O:19]>>[ClH:17].[CH2:1]([O:8][C:9]1[CH:10]=[CH:11][C:12]([NH:15][NH2:16])=[CH:13][CH:14]=1)[C:2]1[CH:3]=[CH:4][CH:5]=[CH:6][CH:7]=1.[CH2:1]([O:8][C:9]1[CH:10]=[CH:11][C:12]([N:15]2[C:18](=[O:19])[NH:23][C:24]([CH2:25][CH2:26][CH2:27][CH3:28])=[N:16]2)=[CH:13][CH:14]=1)[C:2]1[CH:3]=[CH:4][CH:5]=[CH:6][CH:7]=1 |f:3.4|. Procedure: By the procedure of Example 4, Step C, p-(benzyloxy)phenylhydrazine [generated from the hydrochloride by partitioning between ether and 1N Na2CO3. The p-(benzyloxy)phenylhydrazine hydrochloride was prepared from the corresponding aniline according to H. Stroh and G. Westphal, Chem. Ber., 96, 184 (1963)] was reacted with ethyl N-carbethoxyvalerimidate (from Example 4, Step B). After work-up, the residue was purified by flash chromatography on silica gel to give a 9% yield of the desired compound,... Reactants: C(C)C1OC(C=2C1=NC=1C(=CC=CC1C2O)C(F)(F)F)=NC=2SC=CN2 (1,3-dihydro-3-ethyl-1-[(2thiazolyl)-imino]-5-(trifluoromethyl)-furo-[3,4-b]-quinolin-9-ol), O (water). The solvent is C(CC)(=O)O (propionic acid). Conditions: time 50 minute. The product is OC1=C(C(=NC2=C(C=CC=C12)C(F)(F)F)C(CC)OC(CC)=O)C(=O)NC=1SC=CN1 (4-hydroxy-2-[1-(1-oxopropoxy)-propyl]-N-(2-thiazolyl)-8-(trifluoromethyl)-3-quinoline carboxamide). RXN SMILES: [CH2:1]([CH:3]1[C:7]2=[N:8][C:9]3[C:10]([C:17]([F:20])([F:19])[F:18])=[CH:11][CH:12]=[CH:13][C:14]=3[C:15]([OH:16])=[C:6]2[C:5](=[N:21][C:22]2[S:23][CH:24]=[CH:25][N:26]=2)[O:4]1)[CH3:2].[OH2:27]>C(O)(=O)CC>[OH:16][C:15]1[C:14]2[C:9](=[C:10]([C:17]([F:20])([F:19])[F:18])[CH:11]=[CH:12][CH:13]=2)[N:8]=[C:7]([CH:3]([O:27][C:3](=[O:4])[CH2:1][CH3:2])[CH2:1][CH3:2])[C:6]=1[C:5]([NH:21][C:22]1[S:23][CH:24]=[CH:25][N:26]=1)=[O:4]. Reported procedure: A suspension of 3 g of 1,3-dihydro-3-ethyl-1-[(2thiazolyl)-imino]-5-(trifluoromethyl)-furo-[3,4-b]-quinolin-9-ol in 60 ml of propionic acid was held in a bath at 100°-110° C. for 2 hours and 50 minutes and the solution obtained was cooled and poured into 600 ml of water. After separating and washing with water, 2.5 g of product were obtained which was purified by crystallization from 40 ml of ethyl acetate. The crystals were cooled and recovered by filtration to obtain 1 7 g of 4-hydroxy-2-[1-(1... Reactants: ONC(\C=C\C1=CC=CC=C1)=N ((2E)-N-Hydroxy-3-phenyl-2-propenimidamide), C(C)(=O)Cl (acetyl chloride). Yields the product CC1=NC(=NO1)\C=C\C1=CC=CC=C1 (5-methyl-3-[(E)-2-phenylethenyl]-1,2,4-oxadiazole). The yield is 27.0%. RXN SMILES: [OH:1][NH:2][C:3](=[NH:12])/[CH:4]=[CH:5]/[C:6]1[CH:11]=[CH:10][CH:9]=[CH:8][CH:7]=1.[C:13](Cl)(=O)[CH3:14]>>[CH3:13][C:14]1[O:1][N:2]=[C:3](/[CH:4]=[CH:5]/[C:6]2[CH:11]=[CH:10][CH:9]=[CH:8][CH:7]=2)[N:12]=1. Procedure: (2E)-N-Hydroxy-3-phenyl-2-propenimidamide (1.6 g, 10 mmol) was mixed with excess acetyl chloride (30 mL), and heated to reflux. After 1 h the solution was cooled and the excess acetyl chloride was removed in vacuo. The resultant solids were triturated in hot ethyl acetate-hexane-acetone solution, and the supernatant was removed. The remaining solids were dried under high vacuum to afford 5-methyl-3-[(E)-2-phenylethenyl]-1,2,4-oxadiazole (0.50 g, 27% yield from cinnamonitrile) as a pale yellow po... The reactants are ClC=1C(=C(C=CC1)C1=CCN(CC1)C(=O)OC(C)(C)C)C(F)(F)F (tert-butyl 4-(3-chloro-2-(trifluoromethyl)phenyl)-5,6-dihydropyridine-1(2H)-carboxylate), C(C)(=O)O (acetic acid). Reagents/catalysts: [Pt]=O (platinum oxide). Solvent: C(C)(=O)OCC (ethyl acetate). Run at time 16 hour. Yields the product ClC=1C(=C(C=CC1)C1CCN(CC1)C(=O)OC(C)(C)C)C(F)(F)F (tert-butyl 4-(3-chloro-2-(trifluoromethyl)phenyl)piperidine-1-carboxylate). The yield is 26.1%. RXN SMILES: [Cl:1][C:2]1[C:3]([C:21]([F:24])([F:23])[F:22])=[C:4]([C:8]2[CH2:13][CH2:12][N:11]([C:14]([O:16][C:17]([CH3:20])([CH3:19])[CH3:18])=[O:15])[CH2:10][CH:9]=2)[CH:5]=[CH:6][CH:7]=1.C(O)(=O)C>[Pt]=O.C(OCC)(=O)C>[Cl:1][C:2]1[C:3]([C:21]([F:24])([F:22])[F:23])=[C:4]([CH:8]2[CH2:9][CH2:10][N:11]([C:14]([O:16][C:17]([CH3:20])([CH3:19])[CH3:18])=[O:15])[CH2:12][CH2:13]2)[CH:5]=[CH:6][CH:7]=1. Reported procedure: A mixture of tert-butyl 4-(3-chloro-2-(trifluoromethyl)phenyl)-5,6-dihydropyridine-1(2H)-carboxylate (0.438 g, 1.21 mmol), platinum oxide (0.082 g, 0.363 mmol), acetic acid (0.073 g, 1.21 mmol), and ethyl acetate (20 mL) was hydrogenated using a balloon for 20 h and filtered. The material was re-submitted to hydrogenation at 80° C. for 16 h and filtered. After concentration, the residue was chromatographed over silica gel (0-30% EtOAc in hexanes) to give tert-butyl 4-(3-chloro-2-(trifluoromethyl... The reactants are CCC(=O)Cl, O=C([O-])O, CN(C)C=O, Nc1ncc(Sc2ccc([N+](=O)[O-])cc2)s1, [Na+], O, c1ccncc1. As a reaction SMILES: [C:23]([CH2:24][CH3:25])(=[O:26])[Cl:27].[C:28](=[O:29])([OH:30])[O-:31].[CH3:33][N:34]([CH3:35])[CH:36]=[O:37].[NH2:1][c:2]1[s:3][c:4]([S:7][c:8]2[cH:9][cH:10][c:11]([N+:14](=[O:15])[O-:16])[cH:12][cH:13]2)[cH:5][n:6]1.[Na+:32].[OH2:38].[cH:17]1[cH:18][cH:19][n:20][cH:21][cH:22]1>>[NH:1]([c:2]1[s:3][c:4]([S:7][c:8]2[cH:9][cH:10][c:11]([N+:14](=[O:15])[O-:16])[cH:12][cH:13]2)[cH:5][n:6]1)[C:23]([CH2:24][CH3:25])=[O:26]. The product is CCC(=O)Nc1ncc(Sc2ccc([N+](=O)[O-])cc2)s1. Reactants: C1(CC1)N1C=C(C(C2=CC(=C(C(=C12)F)F)F)=O)C(=O)OCC (ethyl 1-cyclopropyl-6,7,8-trifluoro-1,4-dihydro-4-oxo-3-quinolinecarboxylate), C(C)(=O)O (acetic acid), S(O)(O)(=O)=O (sulphuric acid). Solvent: O (water). Product: C1(CC1)N1C=C(C(C2=CC(=C(C(=C12)F)F)F)=O)C(=O)O (1-cyclopropyl-6,7,8-trifluoro-1,4-dihydro-4-oxo-3-quinolinecarboxylic acid). The yield is 103.9%. Reaction SMILES: [CH:1]1([N:4]2[C:13]3[C:8](=[CH:9][C:10]([F:16])=[C:11]([F:15])[C:12]=3[F:14])[C:7](=[O:17])[C:6]([C:18]([O:20]CC)=[O:19])=[CH:5]2)[CH2:3][CH2:2]1.C(O)(=O)C.S(=O)(=O)(O)O>O>[CH:1]1([N:4]2[C:13]3[C:8](=[CH:9][C:10]([F:16])=[C:11]([F:15])[C:12]=3[F:14])[C:7](=[O:17])[C:6]([C:18]([OH:20])=[O:19])=[CH:5]2)[CH2:2][CH2:3]1. Procedure details: A mixture of 94 g of ethyl 1-cyclopropyl-6,7,8-trifluoro-1,4-dihydro-4-oxo-3-quinolinecarboxylate, 600 ml of glacial acetic acid, 450 ml of water and 70 ml of concentrated sulphuric acid is heated to reflux for 1.5 hours. The hot suspension is then poured onto ice, and the precipitate is filtered off with suction, thoroughly washed with water, and dried in vacuo at 100° C. In this manner, 88.9 g of pure 1-cyclopropyl-6,7,8-trifluoro-1,4-dihydro-4-oxo-3-quinolinecarboxylic acid of melting point 2... Starting materials: C(C=C)OC1=CC=C(C(=O)Cl)C=C1 (4-(prop-2-en-1-oxy)benzoyl chloride), C1(O)=CC=C(O)C=C1 (hydroquinone). Run in O1CCCC1 (tetrahydrofuran). Run at time 4 hour. Product: OC1=CC=C(C=C1)OC(C1=CC=C(C=C1)OCC=C)=O ((4-Hydroxyphenyl)-4-(prop-2-en-1-oxy)benzoate). Reaction SMILES: [CH2:1]([O:4][C:5]1[CH:13]=[CH:12][C:8]([C:9](Cl)=[O:10])=[CH:7][CH:6]=1)[CH:2]=[CH2:3].[C:14]1([CH:21]=[CH:20][C:18]([OH:19])=[CH:17][CH:16]=1)[OH:15]>O1CCCC1>[OH:15][C:14]1[CH:21]=[CH:20][C:18]([O:19][C:9](=[O:10])[C:8]2[CH:7]=[CH:6][C:5]([O:4][CH2:1][CH:2]=[CH2:3])=[CH:13][CH:12]=2)=[CH:17][CH:16]=1. Procedure details: A solution containing 78.8 g of 4-(prop-2-en-1-oxy)benzoyl chloride (obtainable according to DE-A 2,944,591) and 220.0 g of hydroquinone in 400 ml of dry tetrahydrofuran was boiled for 4 hours under reflux. After being concentrated the product was recrystallized from toluene and ethanol (1:1 parts by volume). Melting point: 146° C.